This data is from the Open Reaction Database (ORD), a public repository of structured organic reaction records. The task is: describe an organic reaction: reactants, conditions, products, and yield Starting materials: CC(=O)c1nn(-c2ccc(F)cc2)c(=O)c(Br)c1C, Cc1ccccc1, O, OCCO, Cc1ccc(S(=O)(=O)O)cc1. Product: Cc1c(C2(C)OCCO2)nn(-c2ccc(F)cc2)c(=O)c1Br. Reaction SMILES: [C:1]([CH3:2])(=[O:3])[c:4]1[c:5]([CH3:19])[c:6]([Br:18])[c:7](=[O:17])[n:8](-[c:10]2[cH:11][cH:12][c:13]([F:16])[cH:14][cH:15]2)[n:9]1.[CH3:36][c:37]1[cH:38][cH:39][cH:40][cH:41][cH:42]1.[OH2:35].[OH:20][CH2:21][CH2:22][OH:23].[c:24]1([CH3:25])[cH:26][cH:27][c:28]([S:29]([OH:30])(=[O:31])=[O:32])[cH:33][cH:34]1>>[C:1]1([CH3:2])([c:4]2[c:5]([CH3:19])[c:6]([Br:18])[c:7](=[O:17])[n:8](-[c:10]3[cH:11][cH:12][c:13]([F:16])[cH:14][cH:15]3)[n:9]2)[O:3][CH2:22][CH2:21][O:20]1. Reactants: BrCc1ccccc1, CCCCCCCCCCCCCC(O)CC(=O)OC. Yields the product CCCCCCCCCCCCCC(O)CC(=O)OCc1ccccc1. Reaction SMILES: [Br:21][CH2:22][c:23]1[cH:24][cH:25][cH:26][cH:27][cH:28]1.[OH:1][CH:2]([CH2:3][C:4](=[O:5])[O:6][CH3:7])[CH2:8][CH2:9][CH2:10][CH2:11][CH2:12][CH2:13][CH2:14][CH2:15][CH2:16][CH2:17][CH2:18][CH2:19][CH3:20]>>[OH:1][CH:2]([CH2:3][C:4](=[O:5])[O:6][CH2:7][c:23]1[cH:24][cH:25][cH:26][cH:27][cH:28]1)[CH2:8][CH2:9][CH2:10][CH2:11][CH2:12][CH2:13][CH2:14][CH2:15][CH2:16][CH2:17][CH2:18][CH2:19][CH3:20]. The reactants are CN1N(C(C2=C(C(C1=O)NC([C@H](C(C)C)N)=O)C=CC=C2)=O)C(C)C (2,3,4,5-tetrahydro-3-methyl-5(R,S)-[[(2S)-2-amino-3-methyl-1-oxobutyl]amino]-2-(1-methylethyl)-1H-2,3-benzodiazepin-1,4-dione), FC=1C=C(C=C(C1)F)CC(=O)O (3,5-difluorophenyl acetic acid), CN(CCCN=C=NCC)C (N-(3-dimethylaminopropyl)-N′-ethyl-carbodiimide). Run in ClCCl (dichloromethane). Conditions: time 18 hour. The product is FC=1C=C(C=C(C1)F)CC(=O)N[C@H](C(=O)NC1C(N(N(C(C2=C1C=CC=C2)=O)C(C)C)C)=O)C(C)C (5-[[(2S)-2-[(3,5-Difluorophenyl)acetylamino]-3-methyl-1-oxobutyl]amino]-2,3,4,5-tetrahydro-3-methyl-2-(1-methylethyl)-1H-2,3-benzodiazepin-1,4-dione). The yield is 70.0%. As a reaction SMILES: [CH3:1][N:2]1[C:8](=[O:9])[CH:7]([NH:10][C:11](=[O:17])[C@@H:12]([NH2:16])[CH:13]([CH3:15])[CH3:14])[C:6]2[CH:18]=[CH:19][CH:20]=[CH:21][C:5]=2[C:4](=[O:22])[N:3]1[CH:23]([CH3:25])[CH3:24].[F:26][C:27]1[CH:28]=[C:29]([CH2:34][C:35](O)=[O:36])[CH:30]=[C:31]([F:33])[CH:32]=1.CN(C)CCCN=C=NCC>ClCCl>[F:26][C:27]1[CH:28]=[C:29]([CH2:34][C:35]([NH:16][C@@H:12]([CH:13]([CH3:15])[CH3:14])[C:11]([NH:10][CH:7]2[C:6]3[CH:18]=[CH:19][CH:20]=[CH:21][C:5]=3[C:4](=[O:22])[N:3]([CH:23]([CH3:25])[CH3:24])[N:2]([CH3:1])[C:8]2=[O:9])=[O:17])=[O:36])[CH:30]=[C:31]([F:33])[CH:32]=1. Procedure details: To a solution of 2,3,4,5-tetrahydro-3-methyl-5(R,S)-[[(2S)-2-amino-3-methyl-1-oxobutyl]amino]-2-(1-methylethyl)-1H-2,3-benzodiazepin-1,4-dione (IIA, 1.44 mL, 0.28 mmol, 0.2 M solution in dichloromethane) in dichloromethane (2 mL) was added the solution of 3,5-difluorophenyl acetic acid (X, 2.16 mL, 0.43 mmol, 0.2 M solution in dichloromethane) and N-(3-dimethylaminopropyl)-N′-ethyl-carbodiimide polymer (0.72 g, 1.00 mmol) (Desai, et al., Tet. Lett, 1993, 34(48), 7685-7688). The resulting mixture... Starting materials: IC1=CC=C(C=C1)C1=NN=C(O1)CN(C)C ([5-(4-iodophenyl)-[1,3,4]oxadiazol-2-ylmethyl]-dimethylamine), IC1=CC=C(C=C1)C1=NN=C(O1)CN(C)C ([5-(4-iodophenyl)-[1,3,4]oxadiazol-2-ylmethyl]-dimethylamine), C1(CC1)NC(C1=CC(=C(C=C1)C)B1OC(C(O1)(C)C)(C)C)=O (N-cyclopropyl-4-methyl-3-(4,4,5,5-tetramethyl-[1,3,2]-dioxaborolan-2-yl)benzamide), C1(CC1)NC(C1=CC(=C(C=C1)C)B1OC(C(O1)(C)C)(C)C)=O (N-cyclopropyl-4-methyl-3-(4,4,5,5-tetramethyl-[1,3,2]-dioxaborolan-2-yl)benzamide). Product: C1(CC1)NC(=O)C=1C=C(C(=CC1)C)C1=CC=C(C=C1)C=1OC(=NN1)CN(C)C (4′-(5-Dimethylaminomethyl-[1,3,4]oxadiazol-2-yl)-6-methyl-biphenyl-3-carboxylic acid cyclopropylamide). As a reaction SMILES: I[C:2]1[CH:7]=[CH:6][C:5]([C:8]2[O:12][C:11]([CH2:13][N:14]([CH3:16])[CH3:15])=[N:10][N:9]=2)=[CH:4][CH:3]=1.[CH:17]1([NH:20][C:21](=[O:38])[C:22]2[CH:27]=[CH:26][C:25]([CH3:28])=[C:24](B3OC(C)(C)C(C)(C)O3)[CH:23]=2)[CH2:19][CH2:18]1>>[CH:17]1([NH:20][C:21]([C:22]2[CH:27]=[C:26]([C:2]3[CH:7]=[CH:6][C:5]([C:8]4[O:12][C:11]([CH2:13][N:14]([CH3:16])[CH3:15])=[N:10][N:9]=4)=[CH:4][CH:3]=3)[C:25]([CH3:28])=[CH:24][CH:23]=2)=[O:38])[CH2:18][CH2:19]1. Procedure: Example 16 was prepared from [5-(4-iodophenyl)-[1,3,4]oxadiazol-2-ylmethyl]-dimethylamine (Intermediate 11) and N-cyclopropyl-4-methyl-3-(4,4,5,5-tetramethyl-[1,3,2]-dioxaborolan-2-yl)benzamide (Intermediate 17). Reactants: CCCCCCCCCC1(C(=O)Cl)Cc2ccccc2C1, ClCCl, CN(C)c1ccncc1, Nc1c(F)cc(F)cc1F. Yields the product CCCCCCCCCC1(C(=O)Nc2c(F)cc(F)cc2F)Cc2ccccc2C1. RXN SMILES: [CH2:1]([CH2:2][CH2:3][CH2:4][CH2:5][CH2:6][CH2:7][CH2:8][CH3:9])[C:10]1([C:19](=[O:20])[Cl:21])[CH2:11][c:12]2[cH:13][cH:14][cH:15][cH:16][c:17]2[CH2:18]1.[CH2:41]([Cl:42])[Cl:43].[CH3:32][N:33]([CH3:34])[c:35]1[cH:36][cH:37][n:38][cH:39][cH:40]1.[F:22][c:23]1[c:24]([NH2:25])[c:26]([F:31])[cH:27][c:28]([F:30])[cH:29]1>>[CH2:1]([CH2:2][CH2:3][CH2:4][CH2:5][CH2:6][CH2:7][CH2:8][CH3:9])[C:10]1([C:19](=[O:20])[NH:25][c:24]2[c:23]([F:22])[cH:29][c:28]([F:30])[cH:27][c:26]2[F:31])[CH2:11][c:12]2[cH:13][cH:14][cH:15][cH:16][c:17]2[CH2:18]1. Starting materials: CC(C)(C)OC(=O)NC1(c2ccc(I)cn2)CC1, CNC1CCCCC1NC, CCOC(C)=O, [Cu]I, [K+], [K+], [K+], CN(C)C=O, O, O=P([O-])([O-])[O-], c1nc[nH]n1. As a reaction SMILES: [C:1]([CH3:2])([CH3:3])([CH3:4])[O:5][C:6]([NH:7][C:8]1([c:11]2[n:12][cH:13][c:14]([I:17])[cH:15][cH:16]2)[CH2:9][CH2:10]1)=[O:18].[CH3:32][NH:33][CH:34]1[CH2:35][CH2:36][CH2:37][CH2:38][CH:39]1[NH:40][CH3:41].[CH3:43][CH2:44][O:45][C:46]([CH3:47])=[O:48].[Cu:49][I:50].[K+:29].[K+:30].[K+:31].[O:51]=[CH:52][N:53]([CH3:54])[CH3:55].[OH2:42].[P:24]([O-:25])([O-:26])([O-:27])=[O:28].[nH:19]1[n:20][cH:21][n:22][cH:23]1>>[C:1]([CH3:2])([CH3:3])([CH3:4])[O:5][C:6]([NH:7][C:8]1([c:11]2[n:12][cH:13][c:14](-[n:19]3[n:20][cH:21][n:22][cH:23]3)[cH:15][cH:16]2)[CH2:9][CH2:10]1)=[O:18]. The product is CC(C)(C)OC(=O)NC1(c2ccc(-n3cncn3)cn2)CC1. Starting materials: BrC=1C=CC=2N3C4=C(C=C(C=C4C2C1)O)C(C(=C3)C)=O (10-bromo-2-hydroxy-5-methyl-4H-pyrido[3,2,1-jk]carbazole-4-one), C(C)(=O)OC(C)=O (acetic anhydride), CO (methanol). Run in N1=CC=CC=C1 (pyridine). Conditions: time 40 minute. Yields the product C(C)(=O)OC=1C=C2C=3C=C(C=CC3N3C2=C(C1)C(C(=C3)C)=O)Br (2-acetoxy-10-bromo-5-methyl-4H-pyrido[3,2,1-jk]carbazole-4-one). Isolated yield 70.0%. As a reaction SMILES: [Br:1][C:2]1[CH:3]=[CH:4][C:5]2[N:6]3[CH:18]=[C:17]([CH3:19])[C:16](=[O:20])[C:8]4[CH:9]=[C:10]([OH:15])[CH:11]=[C:12]([C:13]=2[CH:14]=1)[C:7]3=4.[C:21](OC(=O)C)(=[O:23])[CH3:22].CO>N1C=CC=CC=1>[C:21]([O:15][C:10]1[CH:11]=[C:12]2[C:7]3=[C:8]([C:16](=[O:20])[C:17]([CH3:19])=[CH:18][N:6]3[C:5]3[CH:4]=[CH:3][C:2]([Br:1])=[CH:14][C:13]2=3)[CH:9]=1)(=[O:23])[CH3:22]. Procedure details: 10-bromo-2-hydroxy-5-methyl-4H-pyrido[3,2,1-jk]carbazole-4-one (200 mg) obtained in Example 49 was suspended in pyridine (6 ml), and acetic anhydride (0.18 ml) was added to the suspension. The mixture was stirred at room temperature for 40 minutes and a small amount of methanol was added dropwise to the reaction mixture. The solvent was evaporated under reduced pressure, and the residue was washed with ethanol and ether in succession to obtain the title compound (160 mg, 70%).